This data is from the Open Reaction Database (ORD), a public repository of structured organic reaction records. The task is: describe an organic reaction: reactants, conditions, products, and yield Reactants: N#CBr (cyanogen bromide), C([O-])(O)=O.[Na+] (sodium bicarbonate), O.NN (Hydrazine monohydrate), CC(C(C)C)(C1=CC=C(C=C1)OC(C)(C1=NC=CC=C1)C)C1=CC=C(C(=O)OC)C=C1 (methyl 4-{1,2-dimethyl-1-[4-(1-methyl-1-pyridin-2-ylethoxy)phenyl]propyl}benzoate), CC(C(C)C)(C1=CC=C(C=C1)OC(C)(C1=NC=CC=C1)C)C1=CC=C(C(=O)OC)C=C1 (methyl 4-{1,2-dimethyl-1-[4-(1-methyl-1-pyridin-2-ylethoxy)phenyl]propyl}benzoate), crude residue, C([O-])(O)=O.[Na+] (sodium bicarbonate). The solvent is O1CCOCC1 (dioxane), C(C)O (ethanol), O1CCOCC1 (dioxane), O (water). Product: CC(C(C)C)(C1=CC=C(C=C1)OC(C)(C1=NC=CC=C1)C)C1=CC=C(C=C1)C1=NN=C(O1)N (5-(4-{1,2-dimethyl-1-[4-(1-methyl-1-pyridin-2-ylethoxy)phenyl]propyl}phenyl)-1,3,4-oxadiazol-2-amine). Reaction SMILES: O.[NH2:2][NH2:3].[CH3:4][C:5]([C:25]1[CH:34]=[CH:33][C:28]([C:29](OC)=[O:30])=[CH:27][CH:26]=1)([C:9]1[CH:14]=[CH:13][C:12]([O:15][C:16]([CH3:24])([C:18]2[CH:23]=[CH:22][CH:21]=[CH:20][N:19]=2)[CH3:17])=[CH:11][CH:10]=1)[CH:6]([CH3:8])[CH3:7].C(=O)(O)[O-].[Na+].[N:40]#[C:41]Br>C(O)C.O1CCOCC1.O>[CH3:4][C:5]([C:25]1[CH:26]=[CH:27][C:28]([C:29]2[O:30][C:41]([NH2:40])=[N:3][N:2]=2)=[CH:33][CH:34]=1)([C:9]1[CH:10]=[CH:11][C:12]([O:15][C:16]([CH3:17])([C:18]2[CH:23]=[CH:22][CH:21]=[CH:20][N:19]=2)[CH3:24])=[CH:13][CH:14]=1)[CH:6]([CH3:8])[CH3:7] |f:0.1,3.4|. Procedure: Hydrazine monohydrate (10 equiv.) is added to a stirred solution of 5g (1 equiv.) in ethanol and the resulting solution heated at reflux until 5g is consumed. After cooling to room temperature, the volatiles are removed in vacuo, and the residue is partitioned between EtOAc and water. The organic phase is separated, washed three times with water, brine, dried (MgSO4) and concentrated in vacuo. The crude residue is dissolved in dioxane to which aqueous sodium bicarbonate (1.1 equiv) in water is a... Reactants: NC1=NC=CC(=N1)C(=O)NC(C)C=1C=NC(=C(C1)Cl)OCC(F)(F)F (2-amino-N-(1-(5-chloro-6-(2,2,2-trifluoroethoxy)pyridin-3-yl)ethyl)pyrimidine-4-carb oxamide), C1(CCC1)C(=O)Cl (cyclobutanecarbonyl chloride). The product is ClC=1C=C(C=NC1OCC(F)(F)F)C(C)NC(=O)C1=NC(=NC=C1)NC(=O)C1CCC1 (N-(1-(5-chloro-6-(2,2,2-trifluoroethoxy)pyridin-3-yl)ethyl)-2-(cyclobutanecarboxamido)pyrimidine-4-carboxamide). As a reaction SMILES: [NH2:1][C:2]1[N:7]=[C:6]([C:8]([NH:10][CH:11]([C:13]2[CH:14]=[N:15][C:16]([O:20][CH2:21][C:22]([F:25])([F:24])[F:23])=[C:17]([Cl:19])[CH:18]=2)[CH3:12])=[O:9])[CH:5]=[CH:4][N:3]=1.[CH:26]1([C:30](Cl)=[O:31])[CH2:29][CH2:28][CH2:27]1>>[Cl:19][C:17]1[CH:18]=[C:13]([CH:11]([NH:10][C:8]([C:6]2[CH:5]=[CH:4][N:3]=[C:2]([NH:1][C:30]([CH:26]3[CH2:29][CH2:28][CH2:27]3)=[O:31])[N:7]=2)=[O:9])[CH3:12])[CH:14]=[N:15][C:16]=1[O:20][CH2:21][C:22]([F:24])([F:23])[F:25]. Procedure details: The title compound is prepared from 2-amino-N-(1-(5-chloro-6-(2,2,2-trifluoroethoxy)pyridin-3-yl)ethyl)pyrimidine-4-carb oxamide (20 mg, 0.05 mmol, Step-1 of Example 210, single enantiomer) and cyclobutanecarbonyl chloride (32 mg, 0.27 mmol) according to the procedure similar to that described in Step-2 of Example 8.